From a dataset of the Open Reaction Database (ORD), a public repository of structured organic reaction records. describe an organic reaction: reactants, conditions, products, and yield The reactants are ClC1=C(C=CC=C1)C1=NCC=2N(C3=C1C=C(S3)I)C(=NN2)C (4-(2-chlorophenyl)-2-iodo-9-methyl 6H-thieno[ 3,2-f][1,2,4]triazolo[4,3-a] [1,4]diazepine), C(C#C)N1C(C(C2=CC=CC=C12)=O)=O (1-(2-propynyl)-1H-indole-2,3-dione). Run in C(C)(=O)OCC (ethyl acetate). Product: ClC1=C(C=CC=C1)C1=NCC=2N(C3=C1C=C(S3)C#CCN3C(C(C1=CC=CC=C31)=O)=O)C(=NN2)C (1-[3-[4-(2-Chlorophenyl)-9-methyl-6H-thieno[3,2-f][1,2,4]triazolo[4,3-a][1,4]diazepin-2-yl]-2-propynyl]-1H-indole-2,3-dione). As a reaction SMILES: [Cl:1][C:2]1[CH:7]=[CH:6][CH:5]=[CH:4][C:3]=1[C:8]1[C:14]2[CH:15]=[C:16](I)[S:17][C:13]=2[N:12]2[C:19]([CH3:22])=[N:20][N:21]=[C:11]2[CH2:10][N:9]=1.[CH2:23]([N:26]1[C:34]2[C:29](=[CH:30][CH:31]=[CH:32][CH:33]=2)[C:28](=[O:35])[C:27]1=[O:36])[C:24]#[CH:25]>C(OCC)(=O)C>[Cl:1][C:2]1[CH:7]=[CH:6][CH:5]=[CH:4][C:3]=1[C:8]1[C:14]2[CH:15]=[C:16]([C:25]#[C:24][CH2:23][N:26]3[C:34]4[C:29](=[CH:30][CH:31]=[CH:32][CH:33]=4)[C:28](=[O:35])[C:27]3=[O:36])[S:17][C:13]=2[N:12]2[C:19]([CH3:22])=[N:20][N:21]=[C:11]2[CH2:10][N:9]=1. Reported procedure: This compound was prepared as described in Example 37 by coupling of 4-(2-chlorophenyl)-2-iodo-9-methyl 6H-thieno[ 3,2-f][1,2,4]triazolo[4,3-a] [1,4]diazepine with 1-(2-propynyl)-1H-indole-2,3-dione [ref. A. Lindquist et al., Acta Pharm. Suecica 9, 99 (1972)]. Chromatographic isolation and crystallization from methanol/ethyl acetate gave orange crystals with m.p. 185°-190° C. with foaming at 130°-140° C. These crystals contained according to analytical and spectral data molar amounts of ethyl ac... Reactants: CO, CN1CCN(Cc2ccc([N+](=O)[O-])cc2)CC1, CCOCC, [Cl-], [NH4+], [Zn]. The product is CN1CCN(Cc2ccc(N)cc2)CC1. Reaction SMILES: [CH3:18][OH:19].[CH3:1][N:2]1[CH2:3][CH2:4][N:5]([CH2:8][c:9]2[cH:10][cH:11][c:12]([N+:15]([O-:16])=[O:17])[cH:13][cH:14]2)[CH2:6][CH2:7]1.[CH3:23][CH2:24][O:25][CH2:26][CH3:27].[Cl-:20].[NH4+:21].[Zn:22]>>[CH3:1][N:2]1[CH2:3][CH2:4][N:5]([CH2:8][c:9]2[cH:10][cH:11][c:12]([NH2:15])[cH:13][cH:14]2)[CH2:6][CH2:7]1. RXN SMILES: [Br:1][c:2]1[cH:3][n:4][c:5]2[c:6]([n:7]1)[n:8]([CH2:11][c:12]1[cH:13][c:14]3[cH:15][cH:16][cH:17][n:18][c:19]3[cH:20][cH:21]1)[n:9][n:10]2.[C:22]([OH:23])(=[O:24])[CH3:25].[CH3:26][CH2:27][O:28][C:29]([CH3:30])=[O:31].[CH3:34][OH:35].[H:32][H:33]>>[cH:2]1[cH:3][n:4][c:5]2[c:6]([n:7]1)[n:8]([CH2:11][c:12]1[cH:13][c:14]3[cH:15][cH:16][cH:17][n:18][c:19]3[cH:20][cH:21]1)[n:9][n:10]2. Reactants: Brc1cnc2nnn(Cc3ccc4ncccc4c3)c2n1, CC(=O)O, CCOC(C)=O, CO, [H][H]. Product: c1cnc2ccc(Cn3nnc4nccnc43)cc2c1. Reactants: CC1CN(c2cccc(C(C)NC(=O)OC(C)(C)C)c2)CCO1, CO, Cl. Yields the product Cl, CC1CN(c2cccc(C(C)N)c2)CCO1. RXN SMILES: [C:1]([O:2][C:3](=[O:4])[NH:7][CH:8]([CH3:9])[c:10]1[cH:11][c:12]([N:16]2[CH2:17][CH:18]([CH3:22])[O:19][CH2:20][CH2:21]2)[cH:13][cH:14][cH:15]1)([CH3:5])([CH3:6])[CH3:23].[CH3:25][OH:26].[ClH:24]>>[ClH:24].[NH2:7][CH:8]([CH3:9])[c:10]1[cH:11][c:12]([N:16]2[CH2:17][CH:18]([CH3:22])[O:19][CH2:20][CH2:21]2)[cH:13][cH:14][cH:15]1. Starting materials: ClCCOCCCl (1-chloro-2-(2-chloroethoxy)ethane), N[C@H](C(=O)OC)CNC(=O)OC(C)(C)C (methyl(S)-2-amino-3-tert-butoxycarbonylaminopropanoate), O (water). Run in C(C)(C)N(CC)C(C)C (diisopropylethylamine). Reaction conditions: temperature 127 celsius, time 18 hour. Yields the product C(C)(C)(C)OC(=O)NC[C@@H](C(=O)OC)N1CCOCC1 (methyl(S)-3-tert-butoxycarbonylamino-2-morpholin-4-ylpropanoate). Yield: 24.3%. Reaction SMILES: Cl[CH2:2][CH2:3][O:4][CH2:5][CH2:6]Cl.[NH2:8][C@@H:9]([CH2:14][NH:15][C:16]([O:18][C:19]([CH3:22])([CH3:21])[CH3:20])=[O:17])[C:10]([O:12][CH3:13])=[O:11].O>C(N(C(C)C)CC)(C)C>[C:19]([O:18][C:16]([NH:15][CH2:14][C@H:9]([N:8]1[CH2:6][CH2:5][O:4][CH2:3][CH2:2]1)[C:10]([O:12][CH3:13])=[O:11])=[O:17])([CH3:22])([CH3:21])[CH3:20]. Procedure details: 2.8 g (20 mmol) of 1-chloro-2-(2-chloroethoxy)ethane are added to a solution of 5 g (20 mmol) of commercial methyl(S)-2-amino-3-tert-butoxycarbonylaminopropanoate in 65 ml of diisopropylethylamine. The reaction mixture is stirred at 127° C. for 18 h. After the addition of water, the reaction medium is extracted with ethyl acetate. The organic phases are combined, dried over sodium sulfate, filtered and evaporated. The residue obtained is purified by chromatography on silica gel, elution being ca... The reactants are ClC1=CN=CC(=N1)C1=CN(C2=CC=C(C=C12)C1=NN=C(O1)NCC1=CC=C(C=C1)OC)S(=O)(=O)C1=CC=C(C)C=C1 (5-(3-(6-chloropyrazin-2-yl)-1-tosyl-1H-indol-5-yl)-N-(4-methoxybenzyl)-1,3,4-oxadiazol-2-amine), C(=O)(C(F)(F)F)O (TFA). Run at temperature 120 celsius. The product is ClC1=CN=CC(=N1)C1=CN(C2=CC=C(C=C12)C1=NN=C(O1)N)S(=O)(=O)C1=CC=C(C)C=C1 (5-(3-(6-chloropyrazin-2-yl)-1-tosyl-1H-indol-5-yl)-1,3,4-oxadiazol-2-amine). The yield is 89.0%. Reaction SMILES: [Cl:1][C:2]1[N:7]=[C:6]([C:8]2[C:16]3[C:11](=[CH:12][CH:13]=[C:14]([C:17]4[O:21][C:20]([NH:22]CC5C=CC(OC)=CC=5)=[N:19][N:18]=4)[CH:15]=3)[N:10]([S:32]([C:35]3[CH:41]=[CH:40][C:38]([CH3:39])=[CH:37][CH:36]=3)(=[O:34])=[O:33])[CH:9]=2)[CH:5]=[N:4][CH:3]=1.C(O)(C(F)(F)F)=O>>[Cl:1][C:2]1[N:7]=[C:6]([C:8]2[C:16]3[C:11](=[CH:12][CH:13]=[C:14]([C:17]4[O:21][C:20]([NH2:22])=[N:19][N:18]=4)[CH:15]=3)[N:10]([S:32]([C:35]3[CH:41]=[CH:40][C:38]([CH3:39])=[CH:37][CH:36]=3)(=[O:34])=[O:33])[CH:9]=2)[CH:5]=[N:4][CH:3]=1. Reported procedure: A glass microwave reaction vessel was charged with 5-(3-(6-chloropyrazin-2-yl)-1-tosyl-1H-indol-5-yl)-N-(4-methoxybenzyl)-1,3,4-oxadiazol-2-amine (480 mg, 0.818 mmol) and TFA (2.0 mL). The mixture was stirred and heated in an Initiator microwave reactor (Personal Chemistry, Biotage AB, Inc., Uppsala, Sweden) at 120° C. for 20 min then the solvent was removed. The crude residue was treated with 1N NaOH and the resulting precipitate was collected to give 5-(3-(6-chloropyrazin-2-yl)-1-tosyl-1H-indo... Reactants: COC(=O)c1ccccc1NC(=C1C(=O)Nc2ccccc21)c1ccccc1, CO, Cl, [Na+], C1COCCO1, [OH-]. Yields the product O=C1Nc2ccccc2C1=C(Nc1ccccc1C(=O)O)c1ccccc1. RXN SMILES: [CH3:1][O:2][C:3](=[O:4])[c:5]1[c:6]([NH:11][C:12]([c:13]2[cH:14][cH:15][cH:16][cH:17][cH:18]2)=[C:19]2[C:20](=[O:28])[NH:21][c:22]3[cH:23][cH:24][cH:25][cH:26][c:27]32)[cH:7][cH:8][cH:9][cH:10]1.[CH3:38][OH:39].[ClH:37].[Na+:36].[O:29]1[CH2:30][CH2:31][O:32][CH2:33][CH2:34]1.[OH-:35]>>[O:2]=[C:3]([OH:4])[c:5]1[c:6]([NH:11][C:12]([c:13]2[cH:14][cH:15][cH:16][cH:17][cH:18]2)=[C:19]2[C:20](=[O:28])[NH:21][c:22]3[cH:23][cH:24][cH:25][cH:26][c:27]32)[cH:7][cH:8][cH:9][cH:10]1.